This data is from the Open Reaction Database (ORD), a public repository of structured organic reaction records. The task is: describe an organic reaction: reactants, conditions, products, and yield The reactants are COc1ccc2c(Nc3cnc(NC(=O)c4ccccc4)nc3)ccnc2c1, CO, Cl. The product is COc1ccc2c(Nc3cnc(N)nc3)ccnc2c1. RXN SMILES: [CH3:1][O:2][c:3]1[cH:4][cH:5][c:6]2[c:7]([NH:13][c:14]3[cH:15][n:16][c:17]([NH:20][C:21](=[O:22])[c:23]4[cH:24][cH:25][cH:26][cH:27][cH:28]4)[n:18][cH:19]3)[cH:8][cH:9][n:10][c:11]2[cH:12]1.[CH3:30][OH:31].[ClH:29]>>[CH3:1][O:2][c:3]1[cH:4][cH:5][c:6]2[c:7]([NH:13][c:14]3[cH:15][n:16][c:17]([NH2:20])[n:18][cH:19]3)[cH:8][cH:9][n:10][c:11]2[cH:12]1. Starting materials: CCOC(=O)C1CN(C2CCCc3sc(-c4noc(-c5ccc(CC(C)C)cc5)n4)cc32)C1, CC(=O)O, [Li+], [OH-], O. Yields the product CC(C)Cc1ccc(-c2nc(-c3cc4c(s3)CCCC4N3CC(C(=O)O)C3)no2)cc1. Reaction SMILES: [CH2:1]([CH:2]([CH3:3])[CH3:4])[c:5]1[cH:6][cH:7][c:8](-[c:11]2[n:12][c:13](-[c:16]3[s:17][c:18]4[c:19]([cH:20]3)[CH:21]([N:25]3[CH2:26][CH:27]([C:29](=[O:30])[O:31][CH2:32][CH3:33])[CH2:28]3)[CH2:22][CH2:23][CH2:24]4)[n:14][o:15]2)[cH:9][cH:10]1.[CH3:37][C:38](=[O:39])[OH:40].[Li+:36].[OH-:35].[OH2:34]>>[CH2:1]([CH:2]([CH3:3])[CH3:4])[c:5]1[cH:6][cH:7][c:8](-[c:11]2[n:12][c:13](-[c:16]3[s:17][c:18]4[c:19]([cH:20]3)[CH:21]([N:25]3[CH2:26][CH:27]([C:29](=[O:30])[OH:31])[CH2:28]3)[CH2:22][CH2:23][CH2:24]4)[n:14][o:15]2)[cH:9][cH:10]1. As a reaction SMILES: [CH3:37][C:38]([Cl:39])=[O:40].[Cl:41][CH2:42][Cl:43].[c:1]1(-[c:7]2[n:8][c:9]([CH2:18][NH:19][CH:20]3[CH2:21][CH2:22][c:23]4[c:24]([O:29][CH3:30])[cH:25][cH:26][cH:27][c:28]43)[o:10][c:11]2-[c:12]2[cH:13][cH:14][cH:15][cH:16][cH:17]2)[cH:2][cH:3][cH:4][cH:5][cH:6]1.[cH:31]1[cH:32][cH:33][n:34][cH:35][cH:36]1>>[c:1]1(-[c:7]2[n:8][c:9]([CH2:18][N:19]([CH:20]3[CH2:21][CH2:22][c:23]4[c:24]([O:29][CH3:30])[cH:25][cH:26][cH:27][c:28]43)[C:38]([CH3:37])=[O:40])[o:10][c:11]2-[c:12]2[cH:13][cH:14][cH:15][cH:16][cH:17]2)[cH:2][cH:3][cH:4][cH:5][cH:6]1. Yields the product COc1cccc2c1CCC2N(Cc1nc(-c2ccccc2)c(-c2ccccc2)o1)C(C)=O. Reactants: CC(=O)Cl, ClCCl, COc1cccc2c1CCC2NCc1nc(-c2ccccc2)c(-c2ccccc2)o1, c1ccncc1. The reactants are NC1CN(C(c2ccccc2)c2ccccc2)C1, O=C(O)C1CCCCN1c1nc2ccccc2o1. Yields the product O=C(NC1CN(C(c2ccccc2)c2ccccc2)C1)C1CCCCN1c1nc2ccccc2o1. RXN SMILES: [CH:19]([c:20]1[cH:21][cH:22][cH:23][cH:24][cH:25]1)([c:26]1[cH:27][cH:28][cH:29][cH:30][cH:31]1)[N:32]1[CH2:33][CH:34]([NH2:36])[CH2:35]1.[o:1]1[c:2]([N:10]2[CH:11]([C:16](=[O:17])[OH:18])[CH2:12][CH2:13][CH2:14][CH2:15]2)[n:3][c:4]2[c:5]1[cH:6][cH:7][cH:8][cH:9]2>>[o:1]1[c:2]([N:10]2[CH:11]([C:16](=[O:18])[NH:36][CH:34]3[CH2:33][N:32]([CH:19]([c:20]4[cH:21][cH:22][cH:23][cH:24][cH:25]4)[c:26]4[cH:27][cH:28][cH:29][cH:30][cH:31]4)[CH2:35]3)[CH2:12][CH2:13][CH2:14][CH2:15]2)[n:3][c:4]2[c:5]1[cH:6][cH:7][cH:8][cH:9]2. Starting materials: COc1cc(C(=O)O)ccc1OCc1ccccc1, COc1ccc(N)cc1OCc1ccccc1, CN(C)C=O, On1nnc2ccccc21. Product: COc1cc(C(=O)Nc2ccc(OC)c(OCc3ccccc3)c2)ccc1OCc1ccccc1. As a reaction SMILES: [CH2:18]([c:19]1[cH:20][cH:21][cH:22][cH:23][cH:24]1)[O:25][c:26]1[c:27]([O:35][CH3:36])[cH:28][c:29]([C:30](=[O:31])[OH:32])[cH:33][cH:34]1.[CH2:1]([c:2]1[cH:3][cH:4][cH:5][cH:6][cH:7]1)[O:8][c:9]1[c:10]([O:16][CH3:17])[cH:11][cH:12][c:13]([NH2:15])[cH:14]1.[CH3:47][N:48]([CH3:49])[CH:50]=[O:51].[OH:37][n:38]1[c:39]2[cH:40][cH:41][cH:42][cH:43][c:44]2[n:45][n:46]1>>[CH2:1]([c:2]1[cH:3][cH:4][cH:5][cH:6][cH:7]1)[O:8][c:9]1[c:10]([O:16][CH3:17])[cH:11][cH:12][c:13]([NH:15][C:30]([c:29]2[cH:28][c:27]([O:35][CH3:36])[c:26]([O:25][CH2:18][c:19]3[cH:20][cH:21][cH:22][cH:23][cH:24]3)[cH:34][cH:33]2)=[O:31])[cH:14]1. Reactants: C(=C)C1=CC=NC=C1 (4-vinylpyridine), C(NC(C=C)=O)NC(C=C)=O (N,N'-methylenebisacrylamide), N(=NC(C#N)(C)C)C(C#N)(C)C (azobisisobutyronitrile), [Cl-].[Na+] (sodium chloride). The solvent is C(C(C)C)C(=O)CC(C)C (diisobutylketone), O (water). Conditions: time 30 minute. The product is C(=C)C1=CC=NC=C1.C(NC(C=C)=O)NC(C=C)=O (4-vinylpyridine N,N'-methylenebisacrylamide). Reaction SMILES: [Cl-].[Na+].[CH:3]([C:5]1[CH:10]=[CH:9][N:8]=[CH:7][CH:6]=1)=[CH2:4].[CH2:11]([NH:17][C:18](=[O:21])[CH:19]=[CH2:20])[NH:12][C:13](=[O:16])[CH:14]=[CH2:15].N(C(C)(C)C#N)=NC(C)(C)C#N>C(C(CC(C)C)=O)C(C)C.O>[CH:3]([C:5]1[CH:10]=[CH:9][N:8]=[CH:7][CH:6]=1)=[CH2:4].[CH2:11]([NH:12][C:13](=[O:16])[CH:14]=[CH2:15])[NH:17][C:18](=[O:21])[CH:19]=[CH2:20] |f:0.1,7.8|. Procedure details: To a one-liter, 3-neck round bottom flask equipped with a heating mantle, nitrogen bubbler, stirrer, thermometer and reflux condenser were added 200 ml of deionized water and 75 g of sodium chloride. The solution was stirred under nitrogen for 30 minutes at room temperature and a solution of 30.0 g of 4-vinylpyridine, 3.0 g of N,N'-methylenebisacrylamide and 0.2 g of azobisisobutyronitrile in 90 ml of diisobutylketone was added. The temperature of the reaction solution was increased to between a... The reactants are [H][H] (hydrogen), 2.3-L, 1L, 3A, 83g, C(CCC)N (n-butylamine), [H][H] (hydrogen), Cl (hydrochloric acid), 2.3-L, 200g, n-glucose, C(CCC)NC[C@H](O)[C@@H](O)[C@H](O)[C@H](O)CO (N-butyl glucamine), hydrochloride salt, [H][H] (hydrogen), Cl (hydrochloric acid). The reagents and catalysts are [Pd] (palladium-on-carbon). The solvent is C(C)O (ethanol). Yields the product Cl.C(CCC)NC[C@H](O)[C@@H](O)[C@H](O)[C@H](O)CO (N-n-butyl glucamine hydrochloride). RXN SMILES: C(N)CCC.[ClH:6].[H][H].[CH2:9]([NH:13][CH2:14][C@@H:15]([C@H:17]([C@@H:19]([C@@H:21]([CH2:23][OH:24])[OH:22])[OH:20])[OH:18])[OH:16])[CH2:10][CH2:11][CH3:12]>[Pd].C(O)C>[ClH:6].[CH2:9]([NH:13][CH2:14][C@@H:15]([C@H:17]([C@@H:19]([C@@H:21]([CH2:23][OH:24])[OH:22])[OH:20])[OH:18])[OH:16])[CH2:10][CH2:11][CH3:12] |f:6.7|. Procedure: A 2.3-L Parr shaker bottle is charged with 1L of 3A ethanol and 83g (1.1 mol) of n-butylamine. The mixture is stirred and cooled while 16 mL of 12N hydrochloric acid is slowly added. The pH after this addition is 10. To the 2.3-L Parr bottle is added 200g (1.1 mol) of n-glucose followed by 60 g of 4% palladium-on-carbon (50% water-wet). The mixture is agitated rapidly and hydrogenated at a constant pressure of 4 arm of hydrogen at 60°±5° C. until the reaction is complete (as indicated by hydroge... Starting materials: N(=[N+]=[N-])CCOCCOCCOCCN (2-(2-(2-(2-Azidoethoxy)ethoxy)ethoxy)ethanamine), C1(CCCCC1)N=C=NC1CCCCC1 (dicyclohexylcarbodiimide), C(CC[C@@H](C(=O)O)NC(=O)C1=CC=C(NCC2=CN=C3N=C(N)NC(=O)C3=N2)C=C1)(=O)O (folic acid). Solvent: CS(=O)C (DMSO), N1=CC=CC=C1 (pyridine). Conditions: time 8 hour. The product is C(=O)(NC1CCCCC1)NC1CCCCC1 (dicyclohexylurea). RXN SMILES: N(CC[O:6]CCOCCOCCN)=[N+]=[N-].[CH:16]1([N:22]=[C:23]=[N:24][CH:25]2[CH2:30][CH2:29][CH2:28][CH2:27][CH2:26]2)[CH2:21][CH2:20][CH2:19][CH2:18][CH2:17]1.C(O)(=O)CC[C@H](NC(C1C=CC(NCC2N=C3C(N=C(NC3=O)N)=NC=2)=CC=1)=O)C(O)=O>CS(C)=O.N1C=CC=CC=1>[C:23]([NH:22][CH:16]1[CH2:17][CH2:18][CH2:19][CH2:20][CH2:21]1)([NH:24][CH:25]1[CH2:30][CH2:29][CH2:28][CH2:27][CH2:26]1)=[O:6]. Reported procedure: 2-(2-(2-(2-Azidoethoxy)ethoxy)ethoxy)ethanamine (0.3 ml, 1.2, equiv.) (commercially available or prepared as described by Schwabacher et al., J. Org. Chem. 1998, 63: 1727) and dicyclohexylcarbodiimide (DCC) (650 mg, 2.5 equiv.) were added to a solution of folic acid dehydrate (600 mg, 1.26 mmol) in DMSO (20 ml) and pyridine (10 ml). The reaction mixture was stirred overnight, in darkness, at ambient temperature, giving rise to the formation of a precipitate of dicyclohexylurea (DCU). After remov... Reactants: Na, N1C=CC2=C1C=CC=N2 (pyrrolopyridine), Cl.O.N1C(CCCC1)=O (piperidone monohydrate hydrochloride), resultant mixture, Cl (hydrochloric acid). The solvent is CO (methanol). Yields the product N1(CC=CCC1)C1=CNC=2C=CC=NC21 (3-(1,2,5,6-tetrahydropyridyl)pyrrolopyridine), 3c. RXN SMILES: [NH:1]1[C:5]2[CH:6]=[CH:7][CH:8]=[N:9][C:4]=2[CH:3]=[CH:2]1.Cl.O.[NH:12]1[CH2:17][CH2:16][CH2:15][CH2:14][C:13]1=O.Cl>CO>[N:12]1([C:3]2[C:4]3[N:9]=[CH:8][CH:7]=[CH:6][C:5]=3[NH:1][CH:2]=2)[CH2:17][CH2:16][CH:15]=[CH:14][CH2:13]1 |f:1.2.3|. Reported procedure: To a stirred solution of Na (2.53 g, 110 mmol, 11 eq) in absolute methanol (50 ml) at room temperature was added the appropriate pyrrolopyridine (10.00 mmol) and piperidone monohydrate hydrochloride (4.60 g, 30.0 mmol, 3.0 eq). The resultant mixture was then heated at reflux under nitrogen for 2-24 hours depending on the substrate. The resultant reaction mixture was cooled, and concentrated hydrochloric acid (37%, 9.0 ml, 110 mmol) wasadded dropwise with vigorous stirring. The resultant mixture ...